Dataset: the Open Reaction Database (ORD), a public repository of structured organic reaction records. Task: describe an organic reaction: reactants, conditions, products, and yield Starting materials: [Li]CCCC, CS(C)=O, CCCCCC, [Cl-], Cn1nccc1C(=O)c1ccc(O)c(Cl)c1Cl, [NH4+], C1CCOC1. Product: C=C(c1ccc(O)c(Cl)c1Cl)c1ccnn1C. RXN SMILES: [CH2:29]([Li:30])[CH2:31][CH2:32][CH3:33].[CH3:20][S:21]([CH3:22])=[O:23].[CH3:34][CH2:35][CH2:36][CH2:37][CH2:38][CH3:39].[Cl-:18].[Cl:1][c:2]1[c:3]([OH:17])[cH:4][cH:5][c:6]([C:9](=[O:10])[c:11]2[cH:12][cH:13][n:14][n:15]2[CH3:16])[c:7]1[Cl:8].[NH4+:19].[O:24]1[CH2:25][CH2:26][CH2:27][CH2:28]1>>[Cl:1][c:2]1[c:3]([OH:17])[cH:4][cH:5][c:6]([C:9]([c:11]2[cH:12][cH:13][n:14][n:15]2[CH3:16])=[CH2:20])[c:7]1[Cl:8].